From a dataset of the Open Reaction Database (ORD), a public repository of structured organic reaction records. describe an organic reaction: reactants, conditions, products, and yield Run in C(C)O (ethanol). Procedure: A mixture of 6.30 g of didodecylbenzylsulfonium bromide and 3.56 g of lithium butyltriphenylborate was stirred in 200 ml of ethanol at room temperature for 30 minutes. The reaction mixture was poured into 1,000 ml of water, and the resultant oily component was separated, recovered, washed with water and dried to give 5.66 g of dodecylbenzylsulfonium-butyltriphenylborate. Starting materials: [Br-].C(CCCCCCCCCCC)[S+](CC1=CC=CC=C1)CCCCCCCCCCCC (didodecylbenzylsulfonium bromide), C(CCC)[B-](C1=CC=CC=C1)(C1=CC=CC=C1)C1=CC=CC=C1.[Li+] (lithium butyltriphenylborate), O (water). The yield is 82.1%. Product: C(CCCCCCCCCCC)[SH+]CC1=CC=CC=C1.C(CCC)[B-](C1=CC=CC=C1)(C1=CC=CC=C1)C1=CC=CC=C1 (dodecylbenzylsulfonium butyltriphenylborate). As a reaction SMILES: [Br-].[CH2:2]([S+:14](CCCCCCCCCCCC)[CH2:15][C:16]1[CH:21]=[CH:20][CH:19]=[CH:18][CH:17]=1)[CH2:3][CH2:4][CH2:5][CH2:6][CH2:7][CH2:8][CH2:9][CH2:10][CH2:11][CH2:12][CH3:13].[CH2:34]([B-:38]([C:51]1[CH:56]=[CH:55][CH:54]=[CH:53][CH:52]=1)([C:45]1[CH:50]=[CH:49][CH:48]=[CH:47][CH:46]=1)[C:39]1[CH:44]=[CH:43][CH:42]=[CH:41][CH:40]=1)[CH2:35][CH2:36][CH3:37].[Li+].O>C(O)C>[CH2:2]([SH+:14][CH2:15][C:16]1[CH:17]=[CH:18][CH:19]=[CH:20][CH:21]=1)[CH2:3][CH2:4][CH2:5][CH2:6][CH2:7][CH2:8][CH2:9][CH2:10][CH2:11][CH2:12][CH3:13].[CH2:34]([B-:38]([C:51]1[CH:56]=[CH:55][CH:54]=[CH:53][CH:52]=1)([C:39]1[CH:40]=[CH:41][CH:42]=[CH:43][CH:44]=1)[C:45]1[CH:50]=[CH:49][CH:48]=[CH:47][CH:46]=1)[CH2:35][CH2:36][CH3:37] |f:0.1,2.3,6.7|. The reactants are C(C)(C)(C)OC(=O)N1CC2=CC=C(C=C2C1)C1=CSC(=C1)C (5-(5-Methyl-thiophen-3-yl)-1,3-dihydro-isoindole-2-carboxylic acid tert-butyl ester), Cl (hydrochloride). The product is CC1=CC(=CS1)C=1C=C2CNCC2=CC1 (5-(5-Methyl-thiophen-3-yl)-2,3-dihydro-1H-isoindole). As a reaction SMILES: C(OC([N:8]1[CH2:16][C:15]2[C:10](=[CH:11][CH:12]=[C:13]([C:17]3[CH:21]=[C:20]([CH3:22])[S:19][CH:18]=3)[CH:14]=2)[CH2:9]1)=O)(C)(C)C.Cl>>[CH3:22][C:20]1[S:19][CH:18]=[C:17]([C:13]2[CH:14]=[C:15]3[C:10](=[CH:11][CH:12]=2)[CH2:9][NH:8][CH2:16]3)[CH:21]=1. Procedure details: Prepared in analogy to Example A3(e) from 5-(5-Methyl-thiophen-3-yl)-1,3-dihydro-isoindole-2-carboxylic acid tert-butyl ester and using trifluoacetic acid instead of hydrochloride acid. Light yellow solid. MS (m/e): 216.1 ([M+H]+, 100%) Reactants: NS(=O)(=O)c1ccc(Nc2ncc(Br)c(Cl)n2)cn1, CC(O)C(C)O, [H-], [Na+], c1ccncc1. The product is CC(O)C(C)Oc1nc(Nc2ccc(S(N)(=O)=O)nc2)ncc1Br. As a reaction SMILES: [Br:9][c:10]1[c:11]([Cl:27])[n:12][c:13]([NH:16][c:17]2[cH:18][cH:19][c:20]([S:23](=[O:24])(=[O:25])[NH2:26])[n:21][cH:22]2)[n:14][cH:15]1.[CH3:1][CH:2]([CH:3]([CH3:4])[OH:5])[OH:6].[H-:7].[Na+:8].[cH:28]1[cH:29][cH:30][n:31][cH:32][cH:33]1>>[CH3:1][CH:2]([CH:3]([CH3:4])[O:5][c:11]1[c:10]([Br:9])[cH:15][n:14][c:13]([NH:16][c:17]2[cH:18][cH:19][c:20]([S:23](=[O:24])(=[O:25])[NH2:26])[n:21][cH:22]2)[n:12]1)[OH:6]. The reactants are COC(=O)CCBr, O=C([O-])[O-], CCO, [K+], [K+], CNCCNC(=O)c1nc(Cl)c(N)nc1N, CN(C)C=O, O. The product is COC(=O)CCN(C)CCNC(=O)c1nc(Cl)c(N)nc1N. RXN SMILES: [Br:17][CH2:18][CH2:19][C:20](=[O:21])[O:22][CH3:23].[C:24](=[O:25])([O-:26])[O-:27].[CH3:36][CH2:37][OH:38].[K+:28].[K+:29].[NH2:1][c:2]1[c:3]([C:10](=[O:11])[NH:12][CH2:13][CH2:14][NH:15][CH3:16])[n:4][c:5]([Cl:9])[c:6]([NH2:8])[n:7]1.[O:31]=[CH:32][N:33]([CH3:34])[CH3:35].[OH2:30]>>[NH2:1][c:2]1[c:3]([C:10](=[O:11])[NH:12][CH2:13][CH2:14][N:15]([CH3:16])[CH2:18][CH2:19][C:20](=[O:21])[O:22][CH3:23])[n:4][c:5]([Cl:9])[c:6]([NH2:8])[n:7]1. Reactants: BrC1=CC=C2C(=CC=NC2=C1)C1=C2N(N=C1C1=NC=CC=C1)CCC2Cl (7-bromo-4-(4-chloro-2-pyridin-2-yl-5,6-dihydro-4H-pyrrolo[1,2-b]pyrazol-3-yl)-quinoline), CN1CCCC1=O (N-methyl pyrrolidinone). Product: BrC1=CC=C2C(=CC=NC2=C1)C1=C2N(N=C1C1=NC=CC=C1)CCC2O (3-(7-Bromo-quinolin-4-yl)-2-pyridin-2-yl-5,6-dihydro-4H-pyrrolo[1,2-b]pyrazol-4-ol). As a reaction SMILES: [Br:1][C:2]1[CH:11]=[C:10]2[C:5]([C:6]([C:12]3[C:16]([C:17]4[CH:22]=[CH:21][CH:20]=[CH:19][N:18]=4)=[N:15][N:14]4[CH2:23][CH2:24][CH:25](Cl)[C:13]=34)=[CH:7][CH:8]=[N:9]2)=[CH:4][CH:3]=1.CN1C(=[O:33])CCC1>>[Br:1][C:2]1[CH:11]=[C:10]2[C:5]([C:6]([C:12]3[C:16]([C:17]4[CH:22]=[CH:21][CH:20]=[CH:19][N:18]=4)=[N:15][N:14]4[CH2:23][CH2:24][CH:25]([OH:33])[C:13]=34)=[CH:7][CH:8]=[N:9]2)=[CH:4][CH:3]=1. Procedure details: A solution of 7-bromo-4-(4-chloro-2-pyridin-2-yl-5,6-dihydro-4H-pyrrolo[1,2-b]pyrazol-3-yl)-quinoline (765.0 mg, 1.80 mmol) in 15% (v/v) aqueous N-methyl pyrrolidinone (15 mL) is heated at 120° C. for 18 h. The mixture is concentrated in vacuo and the residue chromatographed on SiO2 (dichloromethane to 20% methanol in dichloromethane) to yield a yellow solid, 408.0 mg (60%). The reactants are COC(=O)C1=CN=CN1C1C(CC2=CC=CC=C12)(C)C (1-(2,2-dimethylindan-1-yl)-5-imidazolecarboxylic acid methyl ester), S(O)(O)(=O)=O (sulfuric acid), [OH-].[Na+] (sodium hydroxide), [NH4+].[NH4+].[O-]S(=O)(=O)OOS(=O)(=O)[O-] (ammonium peroxodisulfate). Run in O (water). Product: COC(=O)C1=CN=CN1C1C(C(C2=CC=CC=C12)=O)(C)C (1-(2,2-dimethyl-3-oxoindan-1-yl)-5-imidazolecarboxylic acid methyl ester). The yield is 60.2%. RXN SMILES: [CH3:1][O:2][C:3]([C:5]1[N:9]([CH:10]2[C:18]3[C:13](=[CH:14][CH:15]=[CH:16][CH:17]=3)[CH2:12][C:11]2([CH3:20])[CH3:19])[CH:8]=[N:7][CH:6]=1)=[O:4].S(=O)(=O)(O)[OH:22].[NH4+].[NH4+].[O-]S(OOS([O-])(=O)=O)(=O)=O.[OH-].[Na+]>O>[CH3:1][O:2][C:3]([C:5]1[N:9]([CH:10]2[C:18]3[C:13](=[CH:14][CH:15]=[CH:16][CH:17]=3)[C:12](=[O:22])[C:11]2([CH3:20])[CH3:19])[CH:8]=[N:7][CH:6]=1)=[O:4] |f:2.3.4,5.6|. Reported procedure: A mixture of 30.0 g of 1-(2,2-dimethylindan-1-yl)-5-imidazolecarboxylic acid methyl ester, 150 ml of water and 17 g of sulfuric acid is heated to +80° C. Within a period of 1.5 hours a solution of 114 g of ammonium peroxodisulfate is added dropwise thereto. When the reaction is complete, the solution is cooled to +7° C. and adjusted to pH 3 by the addition of 30% sodium hydroxide solution. The solution is extracted twice using 200 ml of methylene chloride each time, and the organic phase is drie...